From a dataset of the Open Reaction Database (ORD), a public repository of structured organic reaction records. describe an organic reaction: reactants, conditions, products, and yield The reactants are O (water), solution, B(Br)(Br)Br (BBr3), C(C(C)C)C1=C(C=CC(=C1)CCC#N)C1=CC(=C(C=C1)OC)CC1=CC=CC2=CC=CC=C12 (3-(2-Isobutyl-4′-methoxy-3′-naphthalen-1-ylmethyl-biphenyl-4-yl)propionitrile). The solvent is C(Cl)Cl (CH2Cl2), C(Cl)Cl (CH2Cl2). Run at temperature 0 celsius, time 2 hour. Yields the product hexanes EtOAc, OC1=C(C=C(C=C1)C1=C(C=C(C=C1)CCC#N)CC(C)C)CC1=CC=CC2=CC=CC=C12 (3-(4′-Hydroxy-2-isobutyl-3′-naphthalen-1-ylmethyl-biphenyl-4-yl)-propionitrile). Yield: 94.1%. Reaction SMILES: B(Br)(Br)Br.[CH2:5]([C:9]1[CH:14]=[C:13]([CH2:15][CH2:16][C:17]#[N:18])[CH:12]=[CH:11][C:10]=1[C:19]1[CH:24]=[CH:23][C:22]([O:25]C)=[C:21]([CH2:27][C:28]2[C:37]3[C:32](=[CH:33][CH:34]=[CH:35][CH:36]=3)[CH:31]=[CH:30][CH:29]=2)[CH:20]=1)[CH:6]([CH3:8])[CH3:7].O>C(Cl)Cl>[OH:25][C:22]1[CH:23]=[CH:24][C:19]([C:10]2[CH:11]=[CH:12][C:13]([CH2:15][CH2:16][C:17]#[N:18])=[CH:14][C:9]=2[CH2:5][CH:6]([CH3:7])[CH3:8])=[CH:20][C:21]=1[CH2:27][C:28]1[C:37]2[C:32](=[CH:33][CH:34]=[CH:35][CH:36]=2)[CH:31]=[CH:30][CH:29]=1. Reported procedure: 2.55 ml (2.55 mmol, 3.00 eq.) of a 1 M solution of BBr3 in CH2Cl2 was added to a solution of 367.3 mg (0.85 mmol) 3-(2-Isobutyl-4′-methoxy-3′-naphthalen-1-ylmethyl-biphenyl-4-yl)propionitrile (65) in 40 ml dry CH2Cl2 at 0° C. via syringe. After that the solution was stirred for 2 h at 0° C. and then for 14 h at r.t. The reaction mixture was then added to water and extracted with CH2Cl2. The comb. org. fractions were dried over MgSO4 and evaporated. Column chromatography (hexanes/EtOAc (2+1)) yie... Starting materials: N (ammonia), C(C)(=O)NC1=C2CCC(CC2=CC=C1)NCCC (5-acetylamino-2-n-propylamino-tetraline), C(=O)O (formic acid), C=O (formalin). Solvent: C(Cl)Cl (methylene chloride), O (water). Product: C(C)(=O)NC1=C2CCC(CC2=CC=C1)N(CCC)C (5-Acetylamino-2-(N-methyl-N-n-propyl-amino)-tetraline). As a reaction SMILES: [C:1]([NH:4][C:5]1[CH:14]=[CH:13][CH:12]=[C:11]2[C:6]=1[CH2:7][CH2:8][CH:9]([NH:15][CH2:16][CH2:17][CH3:18])[CH2:10]2)(=[O:3])[CH3:2].[CH:19](O)=O.C=O.N>C(Cl)Cl.O>[C:1]([NH:4][C:5]1[CH:14]=[CH:13][CH:12]=[C:11]2[C:6]=1[CH2:7][CH2:8][CH:9]([N:15]([CH3:19])[CH2:16][CH2:17][CH3:18])[CH2:10]2)(=[O:3])[CH3:2]. Procedure: 2.46 g (0.010 mol) of 5-acetylamino-2-n-propylamino-tetraline (Example 4.1.1) are heated with 2.34 g (0.050 mol) of formic acid and 2.2 ml of 30% formalin solution (0.022 mol of formaldehyde) for 30 minutes over a boiling water bath. The reaction mixture is shaken with 50 ml of water, 50 ml of methylene chloride and 2 ml of conc. ammonia. The aqueous phase separated off is extracted twice more with 15 ml of methylene chloride. The combined methylene chloride extract are washed with 20 ml of wate... Reactants: CCOC(=O)c1ccc(NC(=O)C(C)(C)C)nc1F, CC(C)O, N, O. The product is CCOC(=O)c1ccc(NC(=O)C(C)(C)C)nc1N. RXN SMILES: [CH3:1][C:2]([C:3](=[O:4])[NH:5][c:6]1[n:7][c:8]([F:17])[c:9]([C:10](=[O:11])[O:12][CH2:13][CH3:14])[cH:15][cH:16]1)([CH3:18])[CH3:19].[CH3:22][CH:23]([OH:24])[CH3:25].[NH3:20].[OH2:21]>>[CH3:1][C:2]([C:3](=[O:4])[NH:5][c:6]1[n:7][c:8]([NH2:20])[c:9]([C:10](=[O:11])[O:12][CH2:13][CH3:14])[cH:15][cH:16]1)([CH3:18])[CH3:19]. Starting materials: CN(C)c1ccncc1, C(=NC1CCCCC1)=NC1CCCCC1, ClCCl, O=C(O)c1ccccc1. Yields the product NC(=O)c1ccccc1. RXN SMILES: [CH3:28][N:29]([c:30]1[cH:31][cH:32][n:33][cH:34][cH:35]1)[CH3:36].[CH:10]1([N:16]=[C:11]=[N:12][CH:13]2[CH2:14][CH2:15][CH2:17][CH2:18][CH2:19]2)[CH2:20][CH2:21][CH2:22][CH2:23][CH2:24]1.[Cl:25][CH2:26][Cl:27].[OH:1][C:2](=[O:3])[c:4]1[cH:5][cH:6][cH:7][cH:8][cH:9]1>>[O:1]=[C:2]([c:4]1[cH:5][cH:6][cH:7][cH:8][cH:9]1)[NH2:16]. Starting materials: N1(CCCC1)CCOC1=CC=C(C=C1)C1=NC(=CC=C1C1=CC=C(C=C1)OC)C1=CC=CC=C1 (2-[4-[2-(1-pyrrolidinyl)ethoxy]phenyl]-3-(4-methoxyphenyl)-6-phenylpyridine), B(Cl)(Cl)Cl (BCl3), Cl (HCl), B(Cl)(Cl)Cl (BCl3), CCO.C(Cl)Cl (EtOH CH2Cl2). Run in ClCCCl (DCE), ClCCCl (DCE). Run at temperature 0 celsius, time 2 hour. Product: N1(CCCC1)CCOC1=CC=C(C=C1)C1=NC(=CC=C1C1=CC=C(C=C1)O)C1=CC=CC=C1 (2-[4-[2-(1-Pyrrolidinyl)ethoxy]phenyl]-3-(4-hydroxyphenyl)-6-phenylpyridine). The yield is 79.0%. RXN SMILES: [N:1]1([CH2:6][CH2:7][O:8][C:9]2[CH:14]=[CH:13][C:12]([C:15]3[C:20]([C:21]4[CH:26]=[CH:25][C:24]([O:27]C)=[CH:23][CH:22]=4)=[CH:19][CH:18]=[C:17]([C:29]4[CH:34]=[CH:33][CH:32]=[CH:31][CH:30]=4)[N:16]=3)=[CH:11][CH:10]=2)[CH2:5][CH2:4][CH2:3][CH2:2]1.Cl.B(Cl)(Cl)Cl.CCO.C(Cl)Cl>ClCCCl>[N:1]1([CH2:6][CH2:7][O:8][C:9]2[CH:10]=[CH:11][C:12]([C:15]3[C:20]([C:21]4[CH:26]=[CH:25][C:24]([OH:27])=[CH:23][CH:22]=4)=[CH:19][CH:18]=[C:17]([C:29]4[CH:34]=[CH:33][CH:32]=[CH:31][CH:30]=4)[N:16]=3)=[CH:13][CH:14]=2)[CH2:2][CH2:3][CH2:4][CH2:5]1 |f:3.4|. Procedure: The 2-[4-[2-(1-pyrrolidinyl)ethoxy]phenyl]-3-(4-methoxyphenyl)-6-phenylpyridine as the HCl salt (1.9 g, 3.9 mmol) was slurried with 50 mL of DCE in a screw cap flask, cooled to 0° C., and stirred while the BCl3 (2.7 mL at 0° C., 32 mmol) in 5 mL DCE was added and the reaction flask sealed. After 2 h, TLC (EtOH/ CH2Cl2, 1:4) indicated that starting material remained, so an additional 1.7 mL of BCl3 (20 mmol) was added and reaction mixture stirred for 18 h. The reaction mixture was carefully quenc... Starting materials: IC1=CC=C(N)C=C1 (4-Iodoaniline), C(CC(=O)C)(=O)OCC (ethyl acetoacetate), polyphosphoric acid. Solvent: O1CCOCC1 (dioxane), O (water), C([O-])([O-])=O.[Na+].[Na+] (sodium carbonate). The product is OC1=CC(=NC2=CC=C(C=C12)I)C (4-Hydroxy-6-iodo-2-methylquinoline). Yield: 30.7%. RXN SMILES: [I:1][C:2]1[CH:8]=[CH:7][C:5]([NH2:6])=[CH:4][CH:3]=1.[C:9](OCC)(=[O:14])[CH2:10][C:11]([CH3:13])=O>O1CCOCC1.O.C(=O)([O-])[O-].[Na+].[Na+]>[OH:14][C:9]1[C:7]2[C:5](=[CH:4][CH:3]=[C:2]([I:1])[CH:8]=2)[N:6]=[C:11]([CH3:13])[CH:10]=1 |f:4.5.6|. Reported procedure: 4-Iodoaniline (25 g), ethyl acetoacetate (17.8 g) and polyphosphoric acid (112.5 g) in dioxane (500 mL) were refluxed for 20 hours. The reaction was diluted with water (2 L) and solid sodium carbonate added until the solution reached pH 10.0. The resulting precipitate was isolated by filtration, washed with water and dried under vacuum. Trituration with ether gave the sub-title compound (10 g) as a white solid. Reactants: COCOC=1C=CC(=NC1)CC(C)(O)C (1-(5-(methoxymethoxy)pyridin-2-yl)-2-methylpropan-2-ol), C(=O)(O)[O-].[Na+] (NaHCO3), CCN(CC)S(F)(F)F (DAST). The solvent is C(Cl)Cl (CH2Cl2). Conditions: temperature -78 celsius, time 30 minute. Yields the product crude material, FC(CC1=NC=C(C=C1)OCOC)(C)C (2-(2-fluoro-2-methylpropyl)-5-(methoxymethoxy)pyridine). Isolated yield 75.6%. RXN SMILES: [CH3:1][O:2][CH2:3][O:4][C:5]1[CH:6]=[CH:7][C:8]([CH2:11][C:12]([CH3:15])(O)[CH3:13])=[N:9][CH:10]=1.CCN(S(F)(F)[F:22])CC.C([O-])(O)=O.[Na+]>C(Cl)Cl>[F:22][C:12]([CH3:15])([CH3:13])[CH2:11][C:8]1[CH:7]=[CH:6][C:5]([O:4][CH2:3][O:2][CH3:1])=[CH:10][N:9]=1 |f:2.3|. Procedure: 1-(5-(methoxymethoxy)pyridin-2-yl)-2-methylpropan-2-ol (7.600 g, 36.0 mmol) was dissolved in 200 ml CH2Cl2 and cooled to −78° C. DAST (9.51 ml, 72.0 mmol) was added drop wise to the solution and stirring was continued for 30 min The mixture was allowed to warm up to 0° C. and was hydrolyzed with NaHCO3 (200 ml). Stirring was continued in the cold until gas evolution had ceased and the phases were separated. The aqueous was extracted 2× with EtOAc and the combined organic layers were dried over M...